From a dataset of the Open Reaction Database (ORD), a public repository of structured organic reaction records. describe an organic reaction: reactants, conditions, products, and yield Starting materials: CCN(CC)CCCl.Cl (2-chlorotriethylamine hydrochloride), Cl (hydrochloric acid), C([O-])(O)=O.[Na+] (sodium bicarbonate), O=C1NC2=C(N1CC1=CC(=CC=C1)C(F)(F)F)C(=CC(=C2)C#N)C(F)(F)F (2-oxo-7-(trifluoromethyl)-1-[3-(trifluoromethyl)benzyl]-2,3-dihydro-1H-benzimidazole-5-carbonitrile), [H-].[Na+] (sodium hydride). Run in C(C)N(CC)CC (triethylamine), CN(C=O)C (N,N-dimethylformamide). Reaction conditions: time 10 minute. Yields the product C(C)N(CCN1C(N(C2=C1C=C(C=C2C(F)(F)F)C#N)CC2=CC(=CC=C2)C(F)(F)F)=O)CC (3-[2-(diethylamino)ethyl]-2-oxo-7-(trifluoromethyl)-1-[3-(trifluoromethyl)benzyl]-2,3-dihydro-1H-benzimidazole-5-carbonitrile). The yield is 103.2%. Reaction SMILES: [O:1]=[C:2]1[N:6]([CH2:7][C:8]2[CH:13]=[CH:12][CH:11]=[C:10]([C:14]([F:17])([F:16])[F:15])[CH:9]=2)[C:5]2[C:18]([C:24]([F:27])([F:26])[F:25])=[CH:19][C:20]([C:22]#[N:23])=[CH:21][C:4]=2[NH:3]1.[H-].[Na+].[CH3:30][CH2:31][N:32]([CH2:35][CH2:36]Cl)[CH2:33][CH3:34].Cl.Cl.C(=O)(O)[O-].[Na+]>CN(C)C=O.C(N(CC)CC)C>[CH2:31]([N:32]([CH2:35][CH3:36])[CH2:33][CH2:34][N:3]1[C:4]2[CH:21]=[C:20]([C:22]#[N:23])[CH:19]=[C:18]([C:24]([F:27])([F:25])[F:26])[C:5]=2[N:6]([CH2:7][C:8]2[CH:13]=[CH:12][CH:11]=[C:10]([C:14]([F:16])([F:17])[F:15])[CH:9]=2)[C:2]1=[O:1])[CH3:30] |f:1.2,3.4,6.7|. Reported procedure: To a solution of 2-oxo-7-(trifluoromethyl)-1-[3-(trifluoromethyl)benzyl]-2,3-dihydro-1H-benzimidazole-5-carbonitrile (139.5 mg) in N,N-dimethylformamide (5 ml) was added sodium hydride (60%) (38.0 mg). After the mixture was stirred at room temperature for 10 minutes, 2-chlorotriethylamine hydrochloride (89.4 mg) and triethylamine (0.120 ml) were added, and the mixture was stirred with heating at 70° C. for 1.5 hours. To the reaction mixture was added 1N hydrochloric acid, and the mixture was bas... Reactants: C1(=CC=CC=C1)P(C1=CC=CC=C1)C1=CC=CC=C1 (Triphenylphosphine), C(\C=C\CCC)O ((E)-hex-2-en-1-ol), OC1=CC=C(C=C1)C=1SC(=NN1)CCCCC (2-(4-hydroxyphenyl)-5-pentyl-1,3,4-thiadiazole), CCOC(=O)/N=N/C(=O)OCC (diethylazodicarboxylate). The solvent is O1CCCC1 (tetrahydrofuran). Reaction conditions: time 8 hour. Yields the product C(\C=C\CCC)OC1=CC=C(C=C1)C=1SC(=NN1)CCCCC (2-(4-[(E)-hex-2-enyloxy]phenyl)-5-pentyl-1,3,4-thiadiazole). Yield: 20.1%. RXN SMILES: C1(P(C2C=CC=CC=2)C2C=CC=CC=2)C=CC=CC=1.[CH2:20]([OH:26])/[CH:21]=[CH:22]/[CH2:23][CH2:24][CH3:25].O[C:28]1[CH:33]=[CH:32][C:31]([C:34]2[S:35][C:36]([CH2:39][CH2:40][CH2:41][CH2:42][CH3:43])=[N:37][N:38]=2)=[CH:30][CH:29]=1.CCOC(/N=N/C(OCC)=O)=O>O1CCCC1>[CH2:20]([O:26][C:28]1[CH:29]=[CH:30][C:31]([C:34]2[S:35][C:36]([CH2:39][CH2:40][CH2:41][CH2:42][CH3:43])=[N:37][N:38]=2)=[CH:32][CH:33]=1)/[CH:21]=[CH:22]/[CH2:23][CH2:24][CH3:25]. Procedure: Triphenylphosphine (0.95 g) is added in small portions to a solution of (E)-hex-2-en-1-ol (0.40 g), 2-(4-hydroxyphenyl)-5-pentyl-1,3,4-thiadiazole (0.71 g), diethylazodicarboxylate (0.63 g) in dry tetrahydrofuran (40 cm3) at 0° C. under an atmosphere of nitrogen. The reaction mixture is stirred at room temperature overnight. The solvent is removed under reduced pressure and the crude product was purified by column chromatography on silica gel using a 4:1 petroleum (40-60° C.) ether/ethyl acetate... Starting materials: FC1=CN=C2C=3C(C(N(CC13)[C@@H](C(=O)O)C(C)C)=O)=CN2 ((R)-2-(6-fluoro-3-oxopyrrolo[4,3,2-de][2,6]naphthyridin-4(1H,3H,5H)-yl)-3-methylbutanoic acid), Cl.CS(=O)(=O)CCN (2-(methylsulfonyl)ethanamine hydrochloride), C=1C=CC2=C(C1)N=NN2O (HOBt), C(CCl)Cl (EDC). The reagents and catalysts are CN(C1=CC=NC=C1)C (N,N-dimethylpyridin-4-amine). The solvent is CN(C)C=O (DMF). Yields the product FC1=CN=C2C=3C(C(N(CC13)[C@@H](C(=O)NCCS(=O)(=O)C)C(C)C)=O)=CN2 ((R)-2-(6-fluoro-3-oxopyrrolo[4,3,2-de][2,6]naphthyridin-4(1H,3H,5H)-yl)-3-methyl-N-(2-(methylsulfonyl)ethyl)butanamide). The yield is 39.6%. As a reaction SMILES: [F:1][C:2]1[C:11]2[CH2:10][N:9]([C@H:12]([CH:16]([CH3:18])[CH3:17])[C:13]([OH:15])=O)[C:8](=[O:19])[C:7]3=[CH:20][NH:21][C:5]([C:6]=23)=[N:4][CH:3]=1.Cl.[CH3:23][S:24]([CH2:27][CH2:28][NH2:29])(=[O:26])=[O:25].C1C=CC2N(O)N=NC=2C=1.C(Cl)CCl>CN(C)C1C=CN=CC=1.CN(C=O)C>[F:1][C:2]1[C:11]2[CH2:10][N:9]([C@H:12]([CH:16]([CH3:17])[CH3:18])[C:13]([NH:29][CH2:28][CH2:27][S:24]([CH3:23])(=[O:26])=[O:25])=[O:15])[C:8](=[O:19])[C:7]3=[CH:20][NH:21][C:5]([C:6]=23)=[N:4][CH:3]=1 |f:1.2|. Procedure details: To an 8 mL scintillation vial equipped for stirring was added (R)-2-(6-fluoro-3-oxopyrrolo[4,3,2-de][2,6]naphthyridin-4(1H,3H,5H)-yl)-3-methylbutanoic acid (15 mg, 0.051 mmol) under nitrogen. DMF (0.5 mL), 2-(methylsulfonyl)ethanamine hydrochloride (8.2 mg, 0.051 mmol), HOBt (11.83 mg, 0.077 mmol), EDC (14.81 mg, 0.077 mmol) and N,N-dimethylpyridin-4-amine (9.44 mg, 0.077 mmol) were added and the solution was stirred at 25° C. for 4 h. The reaction mixture was purified via preparative mass trigg...